describe an organic reaction: reactants, conditions, products, and yield From a dataset of the Open Reaction Database (ORD), a public repository of structured organic reaction records. Reactants: COC(=O)C1=C(C2=C(C(=N1)Br)N=C(O2)C2=CC=CC=C2)O (4-bromo-7-hydroxy-2-phenyl-oxazolo[4,5-c]pyridine-6-carboxylic acid methyl ester), C[Sn](C)(C)C (tetramethyltin). The reagents and catalysts are Cl[Pd]([P](C1=CC=CC=C1)(C2=CC=CC=C2)C3=CC=CC=C3)([P](C4=CC=CC=C4)(C5=CC=CC=C5)C6=CC=CC=C6)Cl (dichlorobis(triphenylphosphine)palladium(II)). Run in C(C)(=O)OCC (ethyl acetate), CN(C=O)C (N,N-dimethylformamide). Run at temperature 130 celsius. Product: COC(=O)C1=C(C2=C(C(=N1)C)N=C(O2)C2=CC=CC=C2)O (7-Hydroxy-4-methyl-2-phenyl-oxazolo[4,5-c]pyridine-6-carboxylic acid methyl ester). The yield is 61.1%. As a reaction SMILES: [CH3:1][O:2][C:3]([C:5]1[N:10]=[C:9](Br)[C:8]2[N:12]=[C:13]([C:15]3[CH:20]=[CH:19][CH:18]=[CH:17][CH:16]=3)[O:14][C:7]=2[C:6]=1[OH:21])=[O:4].[CH3:22][Sn](C)(C)C>CN(C)C=O.C(OCC)(=O)C.Cl[Pd](Cl)([P](C1C=CC=CC=1)(C1C=CC=CC=1)C1C=CC=CC=1)[P](C1C=CC=CC=1)(C1C=CC=CC=1)C1C=CC=CC=1>[CH3:1][O:2][C:3]([C:5]1[N:10]=[C:9]([CH3:22])[C:8]2[N:12]=[C:13]([C:15]3[CH:20]=[CH:19][CH:18]=[CH:17][CH:16]=3)[O:14][C:7]=2[C:6]=1[OH:21])=[O:4] |^1:40,59|. Reported procedure: Under a nitrogen atmosphere, a mixture of 4-bromo-7-hydroxy-2-phenyl-oxazolo[4,5-c]pyridine-6-carboxylic acid methyl ester (200 mg, 0.573 mmol), tetramethyltin (0.32 mL, 2.29 mmol), and dichlorobis(triphenylphosphine)palladium(II) (40.2 mg, 0.057 mmol) was suspended in 4.8 mL of anhydrous N,N-dimethylformamide. The reaction mixture was heated at 130° C. for 1 hour, cooled to room temperature, and diluted with ethyl acetate. The organic mixture was successively washed with saturated sodium bicarb... The reactants are Cc1ccc(Br)c(N)c1, ClCCl, Cl, O=C(Cl)c1ccc(C(F)(F)F)cc1, c1ccncc1. Yields the product Cc1ccc(Br)c(NC(=O)c2ccc(C(F)(F)F)cc2)c1. Reaction SMILES: [Br:14][c:15]1[c:16]([NH2:22])[cH:17][c:18]([CH3:21])[cH:19][cH:20]1.[CH2:23]([Cl:24])[Cl:25].[ClH:32].[F:1][C:2]([c:3]1[cH:4][cH:5][c:6]([C:7](=[O:8])[Cl:9])[cH:10][cH:11]1)([F:12])[F:13].[cH:26]1[cH:27][cH:28][n:29][cH:30][cH:31]1>>[F:1][C:2]([c:3]1[cH:4][cH:5][c:6]([C:7](=[O:8])[NH:22][c:16]2[c:15]([Br:14])[cH:20][cH:19][c:18]([CH3:21])[cH:17]2)[cH:10][cH:11]1)([F:12])[F:13]. The reactants are BrC(Br)(Br)Br, CC#N, OCCc1coc2ccc(F)cc12, c1ccc(P(c2ccccc2)c2ccccc2)cc1. Yields the product Fc1ccc2occ(CCBr)c2c1. RXN SMILES: [Br:14][C:15]([Br:16])([Br:17])[Br:18].[CH3:38][C:39]#[N:40].[F:1][c:2]1[cH:3][cH:4][c:5]2[c:6]([c:7]([CH2:10][CH2:11][OH:12])[cH:8][o:9]2)[cH:13]1.[c:19]1([P:20]([c:21]2[cH:22][cH:23][cH:24][cH:25][cH:26]2)[c:27]2[cH:28][cH:29][cH:30][cH:31][cH:32]2)[cH:33][cH:34][cH:35][cH:36][cH:37]1>>[F:1][c:2]1[cH:3][cH:4][c:5]2[c:6]([c:7]([CH2:10][CH2:11][Br:14])[cH:8][o:9]2)[cH:13]1. Starting materials: O1CCOCC1 (dioxane), C1=CCCCC1 (cyclohexene), 4A, (2,6-dipicolinato)(HMPA)Mo(O)(ONPh), C1(=CC=CC=C1)NO (N-phenyl hydroxylamine). Run in C1(=CC=CC=C1)C (toluene). The product is C1(=CC=CC=C1)NC1CC=CCC1 (phenyl 3-cyclohexenyl amine). Yield: 95.0%. Reaction SMILES: O1CCOCC1.[CH:7]1[CH2:12][CH2:11][CH2:10][CH2:9][CH:8]=1.[C:13]1([NH:19]O)[CH:18]=[CH:17][CH:16]=[CH:15][CH:14]=1>C1(C)C=CC=CC=1>[C:7]1([NH:19][CH:13]2[CH2:18][CH2:17][CH:16]=[CH:15][CH2:14]2)[CH:12]=[CH:11][CH:10]=[CH:9][CH:8]=1. Procedure: A stirred mixture containing dioxane (12 mL), 3 mL of cyclohexene, 1 g of 4A Molecular Sieves, and 0.11 mmol of (2,6-dipicolinato)(HMPA)Mo(O)(ONPh) is heated at reflux (ca. 100° C.) under a nitrogen atmosphere while a toluene solution (50 mL) of N-phenyl hydroxylamine (1.26 g, 11.6 mmol) is added dropwise over a 24 hr period. After heating an additional 12-24 hr, the mixture was allowed to cool and the volatiles were removed by evaporation at reduced pressure. Chromatography of the residue over ... Starting materials: CCOC(C)=O, N#Cc1ccc(F)nc1, CC(C)(C)OC(=O)N1CCC(N)C1. The product is CC(C)(C)OC(=O)N1CCC(Nc2ccc(C#N)cn2)C1. As a reaction SMILES: [CH3:23][CH2:24][O:25][C:26]([CH3:27])=[O:28].[F:14][c:15]1[n:16][cH:17][c:18]([C:21]#[N:22])[cH:19][cH:20]1.[NH2:1][CH:2]1[CH2:3][N:4]([C:7](=[O:8])[O:9][C:10]([CH3:11])([CH3:12])[CH3:13])[CH2:5][CH2:6]1>>[NH:1]([CH:2]1[CH2:3][N:4]([C:7](=[O:8])[O:9][C:10]([CH3:11])([CH3:12])[CH3:13])[CH2:5][CH2:6]1)[c:15]1[n:16][cH:17][c:18]([C:21]#[N:22])[cH:19][cH:20]1. Starting materials: CO.C(Cl)(Cl)Cl (MeOH CHCl3), Cl.C(C1=CC=CC=C1)ON (O-benzyl-hydroxylamine hydrochloride), FC1=CC=C(C=C1)C=1N=C(NC1C1=CC=NC=C1)C1=CC=C(C(=O)OCC)C=C1 (Ethyl 4-[4-(4-fluorophenyl)-5-(4-pyridyl)-1H-imidazol-2-yl]benzoate), C[Al](C)C (trimethylaluminum). Run in C1(=CC=CC=C1)C (toluene). Reaction conditions: time 1 hour. Yields the product C(C1=CC=CC=C1)ONC(C1=CC=C(C=C1)C=1NC(=C(N1)C1=CC=C(C=C1)F)C1=CC=NC=C1)=O (O-Benzyl-4-[4-(4-Fluorophenyl)-5-(4-pyridyl)-1H-imidazol-2-yl]-benzohydroxamic acid). Isolated yield 20.7%. RXN SMILES: Cl.[CH2:2]([O:9][NH2:10])[C:3]1[CH:8]=[CH:7][CH:6]=[CH:5][CH:4]=1.C[Al](C)C.[F:15][C:16]1[CH:21]=[CH:20][C:19]([C:22]2[N:23]=[C:24]([C:33]3[CH:43]=[CH:42][C:36]([C:37](OCC)=[O:38])=[CH:35][CH:34]=3)[NH:25][C:26]=2[C:27]2[CH:32]=[CH:31][N:30]=[CH:29][CH:28]=2)=[CH:18][CH:17]=1.CO.C(Cl)(Cl)Cl>C1(C)C=CC=CC=1>[CH2:2]([O:9][NH:10][C:37](=[O:38])[C:36]1[CH:42]=[CH:43][C:33]([C:24]2[NH:25][C:26]([C:27]3[CH:32]=[CH:31][N:30]=[CH:29][CH:28]=3)=[C:22]([C:19]3[CH:18]=[CH:17][C:16]([F:15])=[CH:21][CH:20]=3)[N:23]=2)=[CH:34][CH:35]=1)[C:3]1[CH:8]=[CH:7][CH:6]=[CH:5][CH:4]=1 |f:0.1,4.5|. Procedure details: To a stirred suspension of O-benzyl-hydroxylamine hydrochloride (1.2 g, 7.8 mmol) in toluene (20 mL) at 0° C. was added trimethylaluminum (2.0 M in toluene, 3.9 mL, 7.8 mmol). The reaction mixture was warmed to rt and stirring was continued at this temperature for 1 h. Ethyl 4-[4-(4-fluorophenyl)-5-(4-pyridyl)-1H-imidazol-2-yl]benzoate (1.0 g, 2.6 mmol) [See Ex. 14 above] was added and the reaction mixture was heated at reflux for 3 h. After cooling, the reaction was poured into 10% MeOH/CHCl3 c...